This data is from the Open Reaction Database (ORD), a public repository of structured organic reaction records. The task is: describe an organic reaction: reactants, conditions, products, and yield Starting materials: COC(=O)c1ccc(C(C)(O)c2cc(Cl)ccc2Cl)cc1, ClCCl, O=C(O)C(F)(F)F. Product: COC(=O)c1ccc(C(C)c2cc(Cl)ccc2Cl)cc1. RXN SMILES: [Cl:1][c:2]1[c:3]([C:9]([CH3:10])([OH:11])[c:12]2[cH:13][cH:14][c:15]([C:16](=[O:17])[O:18][CH3:19])[cH:20][cH:21]2)[cH:4][c:5]([Cl:8])[cH:6][cH:7]1.[Cl:29][CH2:30][Cl:31].[F:22][C:23]([F:24])([F:25])[C:26]([OH:27])=[O:28]>>[Cl:1][c:2]1[c:3]([CH:9]([CH3:10])[c:12]2[cH:13][cH:14][c:15]([C:16](=[O:17])[O:18][CH3:19])[cH:20][cH:21]2)[cH:4][c:5]([Cl:8])[cH:6][cH:7]1. Reactants: C(C)(C)N(C(C)C)CC (N,N-diisopropylethylamine), P(=O)(OCC)(OCC)[O-] (diethyl phosphate), dibromomethyl, FC1=C(C(=O)OCC)C=C(C(=C1)C)F (ethyl 2,5-difluoro-4-methylbenzoate), BrN1C(CCC1=O)=O (N-bromosuccinimide), mono-bromomethyl. The reagents and catalysts are C(C1=CC=CC=C1)(=O)OOC(C1=CC=CC=C1)=O (benzoyl peroxide). The solvent is ClCCCl (1,2-dichloroethane). Run at temperature 70 celsius, time 90 minute. The product is BrCC1=CC(=C(C(=O)OCC)C=C1F)F (Ethyl 4-(bromomethyl)-2,5-difluorobenzoate). Yield: 88.7%. RXN SMILES: [F:1][C:2]1[CH:12]=[C:11]([CH3:13])[C:10]([F:14])=[CH:9][C:3]=1[C:4]([O:6][CH2:7][CH3:8])=[O:5].[Br:15]N1C(=O)CCC1=O.C(N(CC)C(C)C)(C)C.P([O-])(OCC)(OCC)=O>ClCCCl.C(OOC(=O)C1C=CC=CC=1)(=O)C1C=CC=CC=1>[Br:15][CH2:13][C:11]1[C:10]([F:14])=[CH:9][C:3]([C:4]([O:6][CH2:7][CH3:8])=[O:5])=[C:2]([F:1])[CH:12]=1. Procedure details: To a solution of ethyl 2,5-difluoro-4-methylbenzoate (Preparation 18, 4.674 g, 23.35 mmol) in 1,2-dichloroethane (70 mL) were added N-bromosuccinimide (4.57 g, 25.68 mmol) and benzoyl peroxide (56 mg, 0.23 mmol) and the mixture was heated to 70° C. for 2 days. The reaction mixture was allowed to cool, quenched with saturated aqueous sodium thiosulfate (20 mL) and diluted with water (50 mL). The organic layer was separated and the aqueous layer extracted with DCM (2×80 mL). The combined organics ...